Dataset: the Open Reaction Database (ORD), a public repository of structured organic reaction records. Task: describe an organic reaction: reactants, conditions, products, and yield The reactants are ClC1=C(C(=O)O)C=CC(=C1)S(=O)(=O)N1C[C@H](C[C@H](C1)C)C (2-chloro-4-(cis-3,5-dimethylpiperidinosulfonyl)-benzoic acid), ClC1=C(C(=O)O)C=CC(=C1)S(=O)(=O)Cl (2-chloro-4-chlorosulfonylbenzoic acid). The product is ClC1=C(C(=O)O)C=C(C=C1)S(=O)(=O)N1C[C@H](C[C@H](C1)C)C (2-Chloro-5-(cis-3,5-dimethylpiperidinosulfonyl)benzoic Acid). As a reaction SMILES: ClC1C=C([S:11]([N:14]2[CH2:19][C@H:18]([CH3:20])[CH2:17][C@H:16]([CH3:21])[CH2:15]2)(=[O:13])=[O:12])C=CC=1C(O)=O.[Cl:22][C:23]1[CH:31]=[C:30](S(Cl)(=O)=O)[CH:29]=[CH:28][C:24]=1[C:25]([OH:27])=[O:26]>>[Cl:22][C:23]1[CH:31]=[CH:30][C:29]([S:11]([N:14]2[CH2:19][C@H:18]([CH3:20])[CH2:17][C@H:16]([CH3:21])[CH2:15]2)(=[O:12])=[O:13])=[CH:28][C:24]=1[C:25]([OH:27])=[O:26]. Procedure details: In the same way, 2-chloro-4-(cis-3,5-dimethylpiperidinosulfonyl)-benzoic acid, m.p. 233°-234° C., is prepared from 2-chloro-4-chlorosulfonylbenzoic acid. The reactants are [BH4-], CCOC(=O)CNC(=O)COc1ccc(C=O)cc1, CCO, Cl, [Na+]. The product is CCOC(=O)CNC(=O)COc1ccc(CO)cc1. As a reaction SMILES: [BH4-:20].[CH2:1]([CH3:2])[O:3][C:4](=[O:5])[CH2:6][NH:7][C:8]([CH2:9][O:10][c:11]1[cH:12][cH:13][c:14]([CH:17]=[O:18])[cH:15][cH:16]1)=[O:19].[CH3:23][CH2:24][OH:25].[ClH:22].[Na+:21]>>[CH2:1]([CH3:2])[O:3][C:4](=[O:5])[CH2:6][NH:7][C:8]([CH2:9][O:10][c:11]1[cH:12][cH:13][c:14]([CH2:17][OH:18])[cH:15][cH:16]1)=[O:19]. Reactants: CCOC(=O)c1cnoc1C, Cl. Reaction SMILES: [CH3:1][c:2]1[c:3]([C:7](=[O:8])[O:9][CH2:10][CH3:11])[cH:4][n:5][o:6]1.[ClH:12]>>[CH3:1][c:2]1[c:3]([C:7](=[O:8])[OH:9])[cH:4][n:5][o:6]1. Product: Cc1oncc1C(=O)O. The reactants are OC1=CC=C(C=C1)C1=NN(C2=NC=CC=C21)C2=CC=C(C=C2)C (3-(4-hydroxyphenyl)-1-(4-methylphenyl)-1H-pyrazolo[3,4-b]pyridine), CN(C=O)C (dimethylformamide), CN(CCCCl)C (3-dimethylaminopropylchloride), C([O-])([O-])=O.[K+].[K+] (potassium carbonate). Conditions: temperature 100 celsius, time 4 hour. Product: CN(CCCOC1=CC=C(C=C1)C1=NN(C2=NC=CC=C21)C2=CC=C(C=C2)C)C.C(\C=C/C(=O)[O-])(=O)[O-] (3-[4-(3-dimethylaminopropoxy)phenyl]-1-(4-methylphenyl)-1H-pyrazolo[3,4-b]pyridine·maleate). RXN SMILES: [OH:1][C:2]1[CH:7]=[CH:6][C:5]([C:8]2[C:16]3[C:11](=[N:12][CH:13]=[CH:14][CH:15]=3)[N:10]([C:17]3[CH:22]=[CH:21][C:20]([CH3:23])=[CH:19][CH:18]=3)[N:9]=2)=[CH:4][CH:3]=1.[CH3:24][N:25]([CH3:30])[CH2:26][CH2:27][CH2:28]Cl.[C:31](=[O:34])([O-:33])[O-].[K+].[K+].CN(C)C=[O:40]>>[CH3:24][N:25]([CH3:30])[CH2:26][CH2:27][CH2:28][O:1][C:2]1[CH:3]=[CH:4][C:5]([C:8]2[C:16]3[C:11](=[N:12][CH:13]=[CH:14][CH:15]=3)[N:10]([C:17]3[CH:18]=[CH:19][C:20]([CH3:23])=[CH:21][CH:22]=3)[N:9]=2)=[CH:6][CH:7]=1.[C:2]([O-:1])(=[O:40])/[CH:3]=[CH:4]\[C:31]([O-:33])=[O:34] |f:2.3.4,6.7|. Reported procedure: In 15 ml of dimethylformamide were suspended 4.5 g of 3-(4-hydroxyphenyl)-1-(4-methylphenyl)-1H-pyrazolo[3,4-b]pyridine, 2.2 g of 3-dimethylaminopropylchloride and 2.3 g of potassium carbonate. After the mixture was stirred at 100° C. for 4 hours, it was extracted with toluene-water. The organic layer was concentrated. By adding maleic acid to the residue, it was converted to the salt. The obtained crude crystals were recrystallized from ethanol to give 4.0 g of 3-[4-(3-dimethylaminopropoxy)phen...